From a dataset of the Open Reaction Database (ORD), a public repository of structured organic reaction records. describe an organic reaction: reactants, conditions, products, and yield As a reaction SMILES: [CH2:25]1[O:26][CH2:27][CH2:28][CH2:29]1.[CH3:1][C:2]1([OH:22])[CH:3]([n:10]2[cH:11][c:12]([C:20]#[CH:21])[c:13]3[c:14]2[n:15][cH:16][n:17][c:18]3[NH2:19])[O:4][CH:5]([CH2:8][OH:9])[CH:6]1[OH:7].[H:23][H:24]>>[CH3:1][C:2]1([OH:22])[CH:3]([n:10]2[cH:11][c:12]([CH:20]=[CH2:21])[c:13]3[c:14]2[n:15][cH:16][n:17][c:18]3[NH2:19])[O:4][CH:5]([CH2:8][OH:9])[CH:6]1[OH:7]. Product: C=Cc1cn(C2OC(CO)C(O)C2(C)O)c2ncnc(N)c12. Reactants: C1CCOC1, C#Cc1cn(C2OC(CO)C(O)C2(C)O)c2ncnc(N)c12, [H][H]. Starting materials: BrN1C(CCC1=O)=O (N-bromosuccinimide), ClC1=C(C=CC=C1C(F)(F)F)C(=O)N1CC=2N(CC1)C=C(N2)C(F)(F)F (7-{[2-Chloro-3-(trifluoromethyl)phenyl]carbonyl}-2-(trifluoromethyl)-5,6,7,8-tetrahydroimidazo[1,2-a]pyrazine), S(=O)([O-])[O-].[Na+].[Na+] (sodium sulfite). Run in CN(C=O)C (N,N-dimethylformamide). Reaction conditions: time 16 hour. Yields the product BrC1=C(N=C2N1CCN(C2)C(=O)C2=C(C(=CC=C2)C(F)(F)F)Cl)C(F)(F)F (3-bromo-7-{[2-chloro-3-(trifluoromethyl)phenyl]carbonyl}-2-(trifluoromethyl)-5,6,7,8-tetrahydroimidazo[1,2-a]pyrazine). Isolated yield 62.2%. RXN SMILES: [Cl:1][C:2]1[C:7]([C:8]([F:11])([F:10])[F:9])=[CH:6][CH:5]=[CH:4][C:3]=1[C:12]([N:14]1[CH2:19][CH2:18][N:17]2[CH:20]=[C:21]([C:23]([F:26])([F:25])[F:24])[N:22]=[C:16]2[CH2:15]1)=[O:13].[Br:27]N1C(=O)CCC1=O.S([O-])([O-])=O.[Na+].[Na+]>CN(C)C=O>[Br:27][C:20]1[N:17]2[CH2:18][CH2:19][N:14]([C:12]([C:3]3[CH:4]=[CH:5][CH:6]=[C:7]([C:8]([F:10])([F:9])[F:11])[C:2]=3[Cl:1])=[O:13])[CH2:15][C:16]2=[N:22][C:21]=1[C:23]([F:26])([F:24])[F:25] |f:2.3.4|. Procedure details: 7-{[2-Chloro-3-(trifluoromethyl)phenyl]carbonyl}-2-(trifluoromethyl)-5,6,7,8-tetrahydroimidazo[1,2-a]pyrazine (0.181 g, 0.455 mmol, Example 2) was dissolved in N,N-dimethylformamide (DMF) (2 mL) and treated with N-bromosuccinimide (NBS, 0.097 g, 0.546 mmol). The solution was stirred at room temperature for 16 hr. The mixture was poured onto water (100 ml) containing 1% sodium sulfite (w/w) and extracted into ethyl acetate (3×50 ml). The combined extracts were washed with brine (50 ml), dried ove...